This data is from the Open Reaction Database (ORD), a public repository of structured organic reaction records. The task is: describe an organic reaction: reactants, conditions, products, and yield RXN SMILES: [NH:1]([C:3]1[N:12]=[CH:11][CH:10]=[C:9]2[C:4]=1[CH:5]=[CH:6][C:7](=[O:13])[NH:8]2)[NH2:2].O.[ClH:15].BrC1N=CC=C2C=1C=CC(=O)N2.O.NN>>[OH2:13].[ClH:15].[NH:1]([C:3]1[N:12]=[CH:11][CH:10]=[C:9]2[C:4]=1[CH:5]=[CH:6][C:7](=[O:13])[NH:8]2)[NH2:2] |f:1.2,4.5,6.7.8|. Reactants: N(N)C1=C2C=CC(NC2=CC=N1)=O (5-hydrazino-1,6-naphthyridin-2(1H)-one), O.Cl (monohydrochloride monohydrate), BrC1=C2C=CC(NC2=CC=N1)=O (5-bromo-1,6-naphthyridin-2(1H)-one), O.NN (hydrazine hydrate). The product is O.Cl.N(N)C1=C2C=CC(NC2=CC=N1)=O (5-hydrazino-1,6-naphthyridin-2(1H)-one monohydrochloride monohydrate). Reported procedure: The above intermediate 5-hydrazino-1,6-naphthyridin-2(1H)-one as its monohydrochloride monohydrate was prepared as follows. A mixture containing 30 g of 5-bromo-1,6-naphthyridin-2(1H)-one and 20.2 ml of hydrazine hydrate was heated to reflux and then heated for an additional 2 hours. The reaction mixture was concentrated on a rotary evaporator and the residue was slurried in concentrated hydrochloric acid. The solid was collected, washed with concentrated hydrochloric acid, dried in a vacuum ove... Starting materials: FC1=C(C=CC(=C1)F)[C@]1(OC1)[C@H](C)O ((1S)-1-[(2R)-(2,4-difluorophenyl)-2-oxiranyl]ethanol), CC=1N(C(NN1)=O)C1=CC=C(C=C1)OCC(C(F)F)(F)F (5-methyl-4-[4-(2,2,3,3-tetrafluoropropoxy)phenyl]-3(2H,4H)-1,2,4-triazolone). The product is FC1=C(C=CC(=C1)F)[C@]1([C@@H](C)N2N=C(N(C2=O)C2=CC=C(C=C2)OCC(C(F)F)(F)F)C)CO1 (2-[(1R,2S)-2-(2,4-difluorophenyl)-2,3-epoxy-1-methylpropyl]-5-methyl-4-[4-(2,2,3,3-tetrafluoropropoxy)phenyl]-3(2H,4H)-1,2,4-triazolone). Isolated yield 46.2%. RXN SMILES: [F:1][C:2]1[CH:7]=[C:6]([F:8])[CH:5]=[CH:4][C:3]=1[C@:9]1([C@@H:12](O)[CH3:13])[CH2:11][O:10]1.[CH3:15][C:16]1[N:17]([C:22]2[CH:27]=[CH:26][C:25]([O:28][CH2:29][C:30]([F:35])([F:34])[CH:31]([F:33])[F:32])=[CH:24][CH:23]=2)[C:18](=[O:21])[NH:19][N:20]=1>>[F:1][C:2]1[CH:7]=[C:6]([F:8])[CH:5]=[CH:4][C:3]=1[C@:9]1([O:10][CH2:11]1)[C@H:12]([N:19]1[C:18](=[O:21])[N:17]([C:22]2[CH:23]=[CH:24][C:25]([O:28][CH2:29][C:30]([F:34])([F:35])[CH:31]([F:32])[F:33])=[CH:26][CH:27]=2)[C:16]([CH3:15])=[N:20]1)[CH3:13]. Procedure: In the same manner as in Reference Example 5, starting from 0.50 g of (1S)-1-[(2R)-(2,4-difluorophenyl)-2-oxiranyl]ethanol and 0.61 g of 5-methyl-4-[4-(2,2,3,3-tetrafluoropropoxy)phenyl]-3(2H,4H)-1,2,4-triazolone, 0.45 g of 2-[(1R,2S)-2-(2,4-difluorophenyl)-2,3-epoxy-1-methylpropyl]-5-methyl-4-[4-(2,2,3,3-tetrafluoropropoxy)phenyl]-3(2H,4H)-1,2,4-triazolone was obtained as a colorless oil. The reactants are CC(C)(C)[Si](C)(C)Oc1cccc(-c2ccc(C3C(CCC(O[Si](C)(C)C(C)(C)C)c4ccc(F)cc4)C(=O)N3c3ccccc3)cc2)c1, CCOC(C)=O, CO, [F-], [K+]. Yields the product CC(C)(C)[Si](C)(C)OC(CCC1C(=O)N(c2ccccc2)C1c1ccc(-c2cccc(O)c2)cc1)c1ccc(F)cc1. Reaction SMILES: [C:1]([Si:2]([CH3:3])([CH3:4])[O:6][c:7]1[cH:8][c:9](-[c:13]2[cH:14][cH:15][c:16]([CH:19]3[CH:20]([CH2:30][CH2:31][CH:32]([c:33]4[cH:34][cH:35][c:36]([F:39])[cH:37][cH:38]4)[O:40][Si:41]([CH3:42])([CH3:43])[C:44]([CH3:45])([CH3:46])[CH3:47])[C:21](=[O:29])[N:22]3[c:23]3[cH:24][cH:25][cH:26][cH:27][cH:28]3)[cH:17][cH:18]2)[cH:10][cH:11][cH:12]1)([CH3:5])([CH3:48])[CH3:49].[CH3:52][CH2:53][O:54][C:55](=[O:56])[CH3:57].[CH3:58][OH:59].[F-:50].[K+:51]>>[OH:6][c:7]1[cH:8][c:9](-[c:13]2[cH:14][cH:15][c:16]([CH:19]3[CH:20]([CH2:30][CH2:31][CH:32]([c:33]4[cH:34][cH:35][c:36]([F:39])[cH:37][cH:38]4)[O:40][Si:41]([CH3:42])([CH3:43])[C:44]([CH3:45])([CH3:46])[CH3:47])[C:21](=[O:29])[N:22]3[c:23]3[cH:24][cH:25][cH:26][cH:27][cH:28]3)[cH:17][cH:18]2)[cH:10][cH:11][cH:12]1. Yields the product ClC1=CC=C2C(=C(NC2=C1)C(C1=CC(=CC=C1)C)=O)NC(CC)=O (6-Chloro-2-(3-methylbenzoyl)-3-(propionylamino)indole). Reported procedure: The title compound was prepared according to the procedure described in Example 19 employing 3-amino-6-chloro-2-(3-methylbenzoyl)indole (Example 21) and propionyl chloride. m.p.: 152-155° C. 1H-NMR (CDCl3) δ: 10.02 (1H, br s), 8.36-8.20 (2H, m), 7.63-7.51 (2H, m), 7.48-7.38 (2H, m), 7.28 (1H, d, J=1.8 Hz), 7.08 (1H, dd, J=1.8, 9.2 Hz), 2.50 (2H, q, J=7.7 Hz), 2.46 (3H, s), 1.29 (3H, t, J=7.7 Hz) Reactants: NC1=C(NC2=CC(=CC=C12)Cl)C(C1=CC(=CC=C1)C)=O (3-amino-6-chloro-2-(3-methylbenzoyl)indole), C(CC)(=O)Cl (propionyl chloride). Reaction SMILES: [NH2:1][C:2]1[C:10]2[C:5](=[CH:6][C:7]([Cl:11])=[CH:8][CH:9]=2)[NH:4][C:3]=1[C:12](=[O:20])[C:13]1[CH:18]=[CH:17][CH:16]=[C:15]([CH3:19])[CH:14]=1.[C:21](Cl)(=[O:24])[CH2:22][CH3:23]>>[Cl:11][C:7]1[CH:6]=[C:5]2[C:10]([C:2]([NH:1][C:21](=[O:24])[CH2:22][CH3:23])=[C:3]([C:12](=[O:20])[C:13]3[CH:18]=[CH:17][CH:16]=[C:15]([CH3:19])[CH:14]=3)[NH:4]2)=[CH:9][CH:8]=1. Starting materials: CC[N+](CC)(CC)Cc1ccccc1, Cc1cccc(C)c1OCC(N)=O, ClC(Cl)Cl, [Cl-], [Na+], [OH-]. Yields the product Cc1cccc(C)c1OCC#N. Reaction SMILES: [CH2:17]([N+:18]([CH2:19][CH3:20])([CH2:21][CH3:22])[CH2:23][CH3:24])[c:25]1[cH:26][cH:27][cH:28][cH:29][cH:30]1.[CH3:1][c:2]1[c:3]([O:4][CH2:5][C:6](=[O:7])[NH2:8])[c:9]([CH3:13])[cH:10][cH:11][cH:12]1.[CH:31]([Cl:32])([Cl:33])[Cl:34].[Cl-:16].[Na+:15].[OH-:14]>>[CH3:1][c:2]1[c:3]([O:4][CH2:5][C:6]#[N:8])[c:9]([CH3:13])[cH:10][cH:11][cH:12]1.